This data is from the Open Reaction Database (ORD), a public repository of structured organic reaction records. The task is: describe an organic reaction: reactants, conditions, products, and yield Reactants: C([O-])(O)=O.[NH4+] (ammonium bicarbonate), sulfonic acid, C(CCC)[NH+](CCCC)CCCC (tributylammonium), C([O-])(O)=O.[NH4+] (ammonium bicarbonate), C(CCC)N(CCCC)CCCC (tributylamine), [Na+].[Na+].[Na+].[Na+].[O-]P([O-])(=O)OP(=O)([O-])OP(=O)([O-])OP(=O)(O)O.[C@@H]1([C@H](O)[C@H](O)[C@@H](CO)O1)N1C(=O)NC(=O)C=C1.[C@@H]1([C@H](O)[C@H](O)[C@@H](CO)O1)N1C(=O)NC(=O)C=C1 (diuridine tetraphosphate tetrasodium salt), tetraammonium, [Na+].[Na+].P([O-])(=O)(OP(=O)([O-])O)OC[C@@H]1[C@H]([C@H]([C@@H](O1)N1C(=O)NC(=O)C=C1)O)O (uridine 5′-diphosphate disodium salt), C1=CN(C(=O)NC1=O)[C@H]2[C@@H]([C@@H]([C@H](O2)COP(=O)(O)OP(=O)(O)O)O)O (UDP). The product is OP(O)(=O)OP(=O)(O)OP(=O)(O)OP(=O)(O)O.[C@@H]1([C@H](O)[C@H](O)[C@@H](CO)O1)N1C(=O)NC(=O)C=C1.[C@@H]1([C@H](O)[C@H](O)[C@@H](CO)O1)N1C(=O)NC(=O)C=C1 (diuridine tetraphosphate). Reaction SMILES: [Na+].[Na+].[Na+].[Na+].[O-:5][P:6]([O:9][P:10]([O:13][P:14]([O:17][P:18]([OH:21])([OH:20])=[O:19])([O-:16])=[O:15])([O-:12])=[O:11])(=[O:8])[O-:7].[C@@H:22]1([N:31]2[CH:38]=[CH:37][C:35](=[O:36])[NH:34][C:32]2=[O:33])[O:30][C@H:27]([CH2:28][OH:29])[C@@H:25]([OH:26])[C@H:23]1[OH:24].[C@@H:39]1([N:48]2[CH:55]=[CH:54][C:52](=[O:53])[NH:51][C:49]2=[O:50])[O:47][C@H:44]([CH2:45][OH:46])[C@@H:42]([OH:43])[C@H:40]1[OH:41].[Na+].[Na+].P(OC[C@H]1O[C@@H](N2C=CC(=O)NC2=O)[C@H](O)[C@@H]1O)(OP(O)([O-])=O)(=O)[O-].C([NH+](CCCC)CCCC)CCC.C1C(=O)NC(=O)N([C@@H]2O[C@H](COP(OP(O)(O)=O)(O)=O)[C@@H](O)[C@H]2O)C=1.C(N(CCCC)CCCC)CCC.C(=O)(O)[O-].[NH4+]>>[OH:21][P:18]([O:17][P:14]([O:13][P:10]([O:9][P:6]([OH:8])([OH:7])=[O:5])([OH:12])=[O:11])([OH:16])=[O:15])(=[O:19])[OH:20].[C@@H:22]1([N:31]2[CH:38]=[CH:37][C:35](=[O:36])[NH:34][C:32]2=[O:33])[O:30][C@H:27]([CH2:28][OH:29])[C@@H:25]([OH:26])[C@H:23]1[OH:24].[C@@H:39]1([N:48]2[CH:55]=[CH:54][C:52](=[O:53])[NH:51][C:49]2=[O:50])[O:47][C@H:44]([CH2:45][OH:46])[C@@H:42]([OH:43])[C@H:40]1[OH:41] |f:0.1.2.3.4.5.6,7.8.9,13.14,15.16.17|. Procedure details: The present invention provides the synthesis of diuridine tetraphosphate tetrasodium salt via the tetraammonium salt. In this process, uridine 5′-diphosphate disodium salt is first converted to the tributylammonium salt using a sulfonic acid resin to generate UDP as the free acid, followed by salt formation with excess tributylamine. After isolation by evaporative water removal, the anhydrous UDP tributylammonium salt is activated with 1,1-carbonyldiimidazole in DMF solution, during which time c... Reactants: COC1=CC=C(C=C1C1=CC=C(C=C1)OC)CNC(C)C1=CC=NC2=CC=CC=C12 ((6,4′-dimethoxy-biphenyl-3-ylmethyl)-(1-quinolin-4-yl-ethyl)-amine), CN1CCC2=C(C=CC=C12)C(C)N (1-(1-Methyl-2,3-dihydro-1H-indol-4-yl)-ethylamine), COC1=CC=C(C=C1C1=CC=C(C=C1)OC)C=O (6,4′-Dimethoxy-biphenyl-3-carbaldehyde), C(#N)[BH3-].[Na+] (sodium cyanoborohydride). As a reaction SMILES: [CH3:1][O:2][C:3]1[C:8]([C:9]2[CH:14]=[CH:13][C:12]([O:15][CH3:16])=[CH:11][CH:10]=2)=[CH:7][C:6]([CH2:17]NC(C2C3C(=CC=CC=3)N=CC=2)C)=[CH:5][CH:4]=1.[CH3:31][N:32]1[C:40]2[C:35](=[C:36]([CH:41]([NH2:43])[CH3:42])[CH:37]=[CH:38][CH:39]=2)[CH2:34][CH2:33]1.COC1C(C2C=CC(OC)=CC=2)=CC(C=O)=CC=1.C([BH3-])#N.[Na+]>>[CH3:1][O:2][C:3]1[C:8]([C:9]2[CH:14]=[CH:13][C:12]([O:15][CH3:16])=[CH:11][CH:10]=2)=[CH:7][C:6]([CH2:17][NH:43][CH:41]([C:36]2[CH:37]=[CH:38][CH:39]=[C:40]3[C:35]=2[CH2:34][CH2:33][N:32]3[CH3:31])[CH3:42])=[CH:5][CH:4]=1 |f:3.4|. Procedure: The title compound was prepared by the same procedure for (6,4′-dimethoxy-biphenyl-3-ylmethyl)-(1-quinolin-4-yl-ethyl)-amine from 1-(1-Methyl-2,3-dihydro-1H-indol-4-yl)-ethylamine (528 mg, 3.0 mmol), 6,4′-Dimethoxy-biphenyl-3-carbaldehyde (242 mg, 1.0 mmol) and sodium cyanoborohydride (1.0 g, 16 mmol, Aldrich). The title compound was purified by column chromatography (silica gel, ethyl acetate) in form as white solid in 55% yield (221 mg, 5.5 mmol). Yield: 55.0%. Yields the product COC1=CC=C(C=C1C1=CC=C(C=C1)OC)CNC(C)C1=C2CCN(C2=CC=C1)C ((6,4′-Dimethoxy-biphenyl-3-ylmethyl)-[1-(1-methyl-2,3-dihydro-1H-indol-4-yl)-ethyl]-amine). Starting materials: CN1N=C(C=C1)NC1=NC=NC2=CC=C(C=C12)O (4-[(1-methyl-1H-pyrazol-3-yl)amino]quinazolin-6-ol), ClC=1C(=NC=C(C(=O)N(CCN2CCCC2)C)C1)Cl (5,6-dichloro-N-methyl-N-(2-pyrrolidin-1-ylethyl)nicotinamide). Yields the product ClC=1C(=NC=C(C(=O)N(CCN2CCCC2)C)C1)OC=1C=C2C(=NC=NC2=CC1)NC1=NN(C=C1)C (5-chloro-N-methyl-6-({4-[(1-methyl-1H-pyrazol-3-yl)amino]quinazolin-6-yl}oxy)-N-(2-pyrrolidin-1-ylethyl)nicotinamide). As a reaction SMILES: [CH3:1][N:2]1[CH:6]=[CH:5][C:4]([NH:7][C:8]2[C:17]3[C:12](=[CH:13][CH:14]=[C:15]([OH:18])[CH:16]=3)[N:11]=[CH:10][N:9]=2)=[N:3]1.[Cl:19][C:20]1[C:21](Cl)=[N:22][CH:23]=[C:24]([CH:36]=1)[C:25]([N:27]([CH3:35])[CH2:28][CH2:29][N:30]1[CH2:34][CH2:33][CH2:32][CH2:31]1)=[O:26]>>[Cl:19][C:20]1[C:21]([O:18][C:15]2[CH:16]=[C:17]3[C:12](=[CH:13][CH:14]=2)[N:11]=[CH:10][N:9]=[C:8]3[NH:7][C:4]2[CH:5]=[CH:6][N:2]([CH3:1])[N:3]=2)=[N:22][CH:23]=[C:24]([CH:36]=1)[C:25]([N:27]([CH3:35])[CH2:28][CH2:29][N:30]1[CH2:34][CH2:33][CH2:32][CH2:31]1)=[O:26]. Reported procedure: Using 4-[(1-methyl-1H-pyrazol-3-yl)amino]quinazolin-6-ol and 5,6-dichloro-N-methyl-N-(2-pyrrolidin-1-ylethyl)nicotinamide, and in the same manner as in Example 65 or according to a method similar to it or according to a combination thereof with an ordinary method, the entitled compound (99 mg) was obtained as a pale yellow amorphous solid. Starting materials: C(C)(=O)OC(C(C)=O)(C1=CC=CC=C1)C1CCCCC1 (1-acetoxy-1-cyclohexyl-1-phenylpropan-2-one), [OH-].[K+] (potassium hydroxide), [Cl-].[Na+] (sodium chloride). The solvent is CO (methanol). Yields the product C1(CCCCC1)C(C(C)=O)(C1=CC=CC=C1)O (1-Cyclohexyl-1-hydroxy-1-phenylpropan-2-one). The yield is 75.4%. Reaction SMILES: C([O:4][C:5]([CH:15]1[CH2:20][CH2:19][CH2:18][CH2:17][CH2:16]1)([C:9]1[CH:14]=[CH:13][CH:12]=[CH:11][CH:10]=1)[C:6](=[O:8])[CH3:7])(=O)C.[OH-].[K+].[Cl-].[Na+]>CO>[CH:15]1([C:5]([OH:4])([C:9]2[CH:10]=[CH:11][CH:12]=[CH:13][CH:14]=2)[C:6](=[O:8])[CH3:7])[CH2:20][CH2:19][CH2:18][CH2:17][CH2:16]1 |f:1.2,3.4|. Procedure details: To a solution of 1-acetoxy-1-cyclohexyl-1-phenylpropan-2-one (16.42 g, 0.06 mol) in 55 ml of a 90% aqueous methanol solution was added 3.2 g of potassium hydroxide. The solution was refluxed for 15 minutes, cooled, and 90 ml of a saturated sodium chloride was added. The reaction mixture was transferred to a separatory funnel and washed with ether. The ether washes were combined, dried over sodium sulfate, and evaporated to dryness under vacuum. The crude product was vacuum distilled to afford a ... Product: FC1=C(C=CC(=C1)F)S(=O)(=O)NC1=C(C=C(C=C1)N1CCNCC1)NS(=O)(=O)C1=CC=CC=C1 (2,4-Difluoro-N-[2-[(phenylsulfonyl)amino]-4-(1-piperazinyl)phenyl]benzenesulfonamide). Starting materials: NC1=C(C=C(C=C1)N1CCN(CC1)C(=O)OC(C)(C)C)NS(=O)(=O)C1=CC=CC=C1 (N-{2-amino-5-(4-t-butyloxycarbonyl-piperazinyl)-phenyl}benzenesulfonamide), FC1=C(C=CC(=C1)F)S(=O)(=O)Cl (2,4-difluorobenzenesulfonylchloride). RXN SMILES: [NH2:1][C:2]1[CH:7]=[CH:6][C:5]([N:8]2[CH2:13][CH2:12][N:11](C(OC(C)(C)C)=O)[CH2:10][CH2:9]2)=[CH:4][C:3]=1[NH:21][S:22]([C:25]1[CH:30]=[CH:29][CH:28]=[CH:27][CH:26]=1)(=[O:24])=[O:23].[F:31][C:32]1[CH:37]=[C:36]([F:38])[CH:35]=[CH:34][C:33]=1[S:39](Cl)(=[O:41])=[O:40]>>[F:31][C:32]1[CH:37]=[C:36]([F:38])[CH:35]=[CH:34][C:33]=1[S:39]([NH:1][C:2]1[CH:7]=[CH:6][C:5]([N:8]2[CH2:13][CH2:12][NH:11][CH2:10][CH2:9]2)=[CH:4][C:3]=1[NH:21][S:22]([C:25]1[CH:30]=[CH:29][CH:28]=[CH:27][CH:26]=1)(=[O:23])=[O:24])(=[O:41])=[O:40]. Reported procedure: 2,4-Difluoro-N-[2-[(phenylsulfonyl)amino]-4-(1-piperazinyl)phenyl]benzenesulfonamide was synthesized from N-{2-amino-5-(4-t-butyloxycarbonyl-piperazinyl)-phenyl}benzenesulfonamide and 2,4-difluorobenzenesulfonylchloride (94 mg, 0.455 mmol) according to general method 3 to give before Boc-deprotection 160 mg of a purple solid. MS (posES-FIA) m/z=Found: 509.1; Calcd 509.11; 1H-NMR δ 77.71-7.46 (m, 6H), 7.25-7.17 (m, 1H), 7.03-6.96 (m, 2H), 6.72 (dd, 1H), 6.44 (d, 1H), 3.20-3.16 (m, 8H). The reactants are C(C)(C)(C)OC(=O)N1N=C(C2=CC=C(C=C12)O[Si](C)(C)C(C)(C)C)NC(C1=CC=C(C=C1)N1CCN(CC1)C)=O (6-(tert-butyl-dimethyl-silanyloxy)-3-[4-(4-methyl-piperazin-1-yl)-benzoylamino]-indazole-1-carboxylic acid tert-butyl ester), CCCC[N+](CCCC)(CCCC)CCCC.[F-] (TBAF), CCOCC (Et2O), O (Water). Run in C1CCOC1 (THF), C1CCOC1 (THF). Reaction conditions: time 30 minute. Yields the product C(C)(C)(C)OC(=O)N1N=C(C2=CC=C(C=C12)O)NC(C1=CC=C(C=C1)N1CCN(CC1)C)=O (6-Hydroxy-3-[4-(4-methyl-piperazin-1-yl)-benzoylamino]-indazole-1-carboxylic acid tert-butyl ester). Yield: 99.8%. As a reaction SMILES: [C:1]([O:5][C:6]([N:8]1[C:16]2[C:11](=[CH:12][CH:13]=[C:14]([O:17][Si](C(C)(C)C)(C)C)[CH:15]=2)[C:10]([NH:25][C:26](=[O:40])[C:27]2[CH:32]=[CH:31][C:30]([N:33]3[CH2:38][CH2:37][N:36]([CH3:39])[CH2:35][CH2:34]3)=[CH:29][CH:28]=2)=[N:9]1)=[O:7])([CH3:4])([CH3:3])[CH3:2].CCCC[N+](CCCC)(CCCC)CCCC.[F-].O.CCOCC>C1COCC1>[C:1]([O:5][C:6]([N:8]1[C:16]2[C:11](=[CH:12][CH:13]=[C:14]([OH:17])[CH:15]=2)[C:10]([NH:25][C:26](=[O:40])[C:27]2[CH:32]=[CH:31][C:30]([N:33]3[CH2:38][CH2:37][N:36]([CH3:39])[CH2:35][CH2:34]3)=[CH:29][CH:28]=2)=[N:9]1)=[O:7])([CH3:4])([CH3:3])[CH3:2] |f:1.2|. Reported procedure: A solution of 6-(tert-butyl-dimethyl-silanyloxy)-3-[4-(4-methyl-piperazin-1-yl)-benzoylamino]-indazole-1-carboxylic acid tert-butyl ester 1.88 g (3.33 mmol) in dry THF (20 ml) was treated with 1M TBAF in THF (4 ml, 4 mmol) and stirred at r.t. for 30 min. Water (20 ml) was then added and the mixture extracted with EtOAc (100 ml). The separated organic layer was dried over sodium sulfate and evaporated to dryness. The residue was purified by flash chromatography over silica gel eluting with DCM/Me...